From a dataset of the Open Reaction Database (ORD), a public repository of structured organic reaction records. describe an organic reaction: reactants, conditions, products, and yield Starting materials: CC(C)(C)OC(=O)N1CCc2ccc(I)cc2C1, C1CO1, C1CCOC1. Yields the product CC(C)(C)OC(=O)N1CCc2ccc(CCO)cc2C1. RXN SMILES: [C:1]([CH3:2])([CH3:3])([CH3:4])[O:5][C:6](=[O:7])[N:8]1[CH2:9][c:10]2[cH:11][c:12]([I:18])[cH:13][cH:14][c:15]2[CH2:16][CH2:17]1.[CH2:19]1[CH2:20][O:21]1.[CH2:22]1[O:23][CH2:24][CH2:25][CH2:26]1>>[C:1]([CH3:2])([CH3:3])([CH3:4])[O:5][C:6](=[O:7])[N:8]1[CH2:9][c:10]2[cH:11][c:12]([CH2:19][CH2:20][OH:21])[cH:13][cH:14][c:15]2[CH2:16][CH2:17]1. Reactants: O (water), C(C)(C)(C)[Si](C)(C)OCC1=CC=CC2=C1C=CCCCC2 (tert-butyl(5,6,7,8-tetrahydrobenzo[a]cycloocten-1-ylmethoxy)dimethylsilane), [F-].C(CCC)[N+](CCCC)(CCCC)CCCC (tetrabutylammonium fluoride). Run in O1CCCC1 (tetrahydrofuran), O1CCCC1 (tetrahydrofuran). Conditions: time 15 minute. Yields the product C1(=CC=CC2=C1C=CCCCC2)CO (5,6,7,8-tetrahydrobenzo[a]cycloocten-1-ylmethanol). As a reaction SMILES: C([Si]([O:8][CH2:9][C:10]1[C:15]2[CH:16]=[CH:17][CH2:18][CH2:19][CH2:20][CH2:21][C:14]=2[CH:13]=[CH:12][CH:11]=1)(C)C)(C)(C)C.[F-].C([N+](CCCC)(CCCC)CCCC)CCC.O>O1CCCC1>[C:10]1([CH2:9][OH:8])[C:15]2[CH:16]=[CH:17][CH2:18][CH2:19][CH2:20][CH2:21][C:14]=2[CH:13]=[CH:12][CH:11]=1 |f:1.2|. Procedure details: To a solution of tert-butyl(5,6,7,8-tetrahydrobenzo[a]cycloocten-1-ylmethoxy)dimethylsilane (10.94 g, 36.16 mmol) in tetrahydrofuran (100 ml) was added a solution (43.4 ml, 43.4 mmol) of 1.0 M tetrabutylammonium fluoride in tetrahydrofuran at room temperature and the mixture was stirred at room temperature for 15 min. The reaction solution was poured into water and extracted twice with ethyl acetate. The collected organic layer was dried over anhydrous magnesium sulfate and the solvent was evapo... The reactants are C(C)OC(=O)C=1NC2=CC=C(C=C2C1)[N+](=O)[O-] (5-Nitro-1H-indole-2-carboxylic acid ethyl ester), C(O)([O-])=O.[Na+] (sodium hydrogen carbonate), C(C)(=O)[O-].[NH4+] (ammonium acetate). The reagents and catalysts are [Cl-].[Ti+3].[Cl-].[Cl-] (titanium(III) chloride). Run in CC(=O)C (acetone). Product: C(C)OC(=O)C=1NC2=CC=C(C=C2C1)N (5-Amino-1H-indole-2-carboxylic acid ethyl ester). The yield is 51.6%. Reaction SMILES: [CH2:1]([O:3][C:4]([C:6]1[NH:7][C:8]2[C:13]([CH:14]=1)=[CH:12][C:11]([N+:15]([O-])=O)=[CH:10][CH:9]=2)=[O:5])[CH3:2].C([O-])(=O)C.[NH4+].C(=O)([O-])O.[Na+]>CC(C)=O.[Cl-].[Ti+3].[Cl-].[Cl-]>[CH2:1]([O:3][C:4]([C:6]1[NH:7][C:8]2[C:13]([CH:14]=1)=[CH:12][C:11]([NH2:15])=[CH:10][CH:9]=2)=[O:5])[CH3:2] |f:1.2,3.4,6.7.8.9|. Reported procedure: 5-Nitro-1H-indole-2-carboxylic acid ethyl ester (14.9 mmol) was suspended in acetone (50 ml) and added to a mixture of titanium(III) chloride (91 ml, >10% in 2M hydrochloric acid) and ammonium acetate (265 ml, 4M). The reaction was stirred for 2 h and neutralized with saturated sodium hydrogen carbonate. The mixture was extracted with ethyl acetate (100 ml) and the organic layer dried (MgSO4). The solvent was removed in vacuo to give a light brown solid which was purified by silica chromatograph... Reactants: BrC1=CC2=C(NC(CN(C2)C)=O)N=C1 (7-bromo-4-methyl-1,3,4,5-tetrahydro-pyrido[2,3-e][1,4]diazepin-2-one), C(C=C)(=O)OC(C)(C)C (tert-butyl acrylate), C(C)N(C(C)C)C(C)C ((i-Pr)2EtN), CC1=C(C=CC=C1)P(C2=C(C=CC=C2)C)C3=C(C=CC=C3)C (P(o-tol)3). Reagents/catalysts: CC(=O)[O-].CC(=O)[O-].[Pd+2] (Pd(OAc)2). Solvent: C(CC)#N (propionitrile), CN(C)C=O (DMF), C(Cl)Cl (CH2Cl2). Run at time 25 minute. Yields the product CN1CC(NC2=C(C1)C=C(C=N2)/C=C/C(=O)O)=O ((E)-3-(4-methyl-2-oxo-2,3,4,5-tetrahydro-1H-pyrido[2,3-e][1,4]diazepin-7-yl)acrylic acid). Isolated yield 97.1%. RXN SMILES: Br[C:2]1[CH:14]=[N:13][C:5]2[NH:6][C:7](=[O:12])[CH2:8][N:9]([CH3:11])[CH2:10][C:4]=2[CH:3]=1.[C:15]([O:19]C(C)(C)C)(=[O:18])[CH:16]=[CH2:17].C(N(C(C)C)C(C)C)C.CC1C=CC=CC=1P(C1C=CC=CC=1C)C1C=CC=CC=1C>C(#N)CC.CN(C=O)C.C(Cl)Cl.CC([O-])=O.CC([O-])=O.[Pd+2]>[CH3:11][N:9]1[CH2:10][C:4]2[CH:3]=[C:2](/[CH:17]=[CH:16]/[C:15]([OH:19])=[O:18])[CH:14]=[N:13][C:5]=2[NH:6][C:7](=[O:12])[CH2:8]1 |f:7.8.9|. Procedure: A suspension of 7-bromo-4-methyl-1,3,4,5-tetrahydro-pyrido[2,3-e][1,4]diazepin-2-one (0.63 g, 2.5 mmol) in propionitrile (10 mL) and DMF (3 mL) was de-oxygenated with Ar for 25 min. The mixture was treated with tert-butyl acrylate (1.5 mL, 10 mmol) and (i-Pr)2EtN (0.9 mL, 5 mmol) and was de-oxygenated with Ar for 10 min. Pd(OAc)2 (56 mg, 0.25 mmol) and P(o-tol)3 (150 mg, 0.49 mmol) were added simultaneously, and the mixture was de-oxygenated a third time for 5 min. The mixture was heated to refl... Reactants: ClC=1C(=NC=NC1Cl)N (5,6-dichloropyrimidin-4-amine), N[C@H]1CN(CC1)C(=O)OC(C)(C)C ((R)-tert-butyl 3-aminopyrrolidine-1-carboxylate), O(C1=CC=CC=C1)C1=CC=C(C=C1)B(O)O ((4-phenoxyphenyl)boronic acid), CN(C/C=C/C(=O)O)C ((E)-4-(dimethylamino)but-2-enoic acid). Yields the product NC1=C(C(=NC=N1)N[C@H]1CN(CC1)C(\C=C\CN(C)C)=O)C1=CC=C(C=C1)OC1=CC=CC=C1 ((R,E)-1-(3-((6-amino-5-(4-phenoxyphenyl)pyrimidin-4-yl)amino)pyrrolidin-1-yl)-4-(dimethylamino)but-2-en-1-one). Reaction SMILES: Cl[C:2]1[C:3]([NH2:9])=[N:4][CH:5]=[N:6][C:7]=1Cl.[NH2:10][C@@H:11]1[CH2:15][CH2:14][N:13]([C:16]([O:18]C(C)(C)C)=O)[CH2:12]1.[O:23]([C:30]1[CH:35]=[CH:34][C:33](B(O)O)=[CH:32][CH:31]=1)[C:24]1[CH:29]=[CH:28][CH:27]=[CH:26][CH:25]=1.[CH3:39][N:40]([CH3:47])[CH2:41]/[CH:42]=[CH:43]/C(O)=O>>[NH2:9][C:3]1[N:4]=[CH:5][N:6]=[C:7]([NH:10][C@@H:11]2[CH2:15][CH2:14][N:13]([C:16](=[O:18])/[CH:43]=[CH:42]/[CH2:41][N:40]([CH3:47])[CH3:39])[CH2:12]2)[C:2]=1[C:27]1[CH:28]=[CH:29][C:24]([O:23][C:30]2[CH:35]=[CH:34][CH:33]=[CH:32][CH:31]=2)=[CH:25][CH:26]=1. Procedure details: (R,E)-1-(3-((6-amino-5-(4-phenoxyphenyl)pyrimidin-4-yl)amino)pyrrolidin-1-yl)-4-(dimethylamino)but-2-en-1-one was prepared from 5,6-dichloropyrimidin-4-amine, (R)-tert-butyl 3-aminopyrrolidine-1-carboxylate, (4-phenoxyphenyl)boronic acid, and (E)-4-(dimethylamino)but-2-enoic acid using methods B, C, D and E. HPLC purity: 99%. MS: m/z=459 [M+H]+. Reactants: [N+](=O)([O-])C1=CC=C(C=C1)O (4-nitrophenol), C1(=CC=CC=C1)S(=O)(=O)OCCCl (2-(benzenesulphonyloxy)ethyl chloride), C([O-])([O-])=O.[K+].[K+] (potassium carbonate). Solvent: C(C)C(=O)C (methyl ethyl ketone). The product is [N+](=O)([O-])C1=CC=C(OCCCl)C=C1 (2-(4-Nitrophenoxy)ethyl chloride). Isolated yield 82.2%. RXN SMILES: [N+:1]([C:4]1[CH:9]=[CH:8][C:7]([OH:10])=[CH:6][CH:5]=1)([O-:3])=[O:2].C1(S(O[CH2:21][CH2:22][Cl:23])(=O)=O)C=CC=CC=1.C(=O)([O-])[O-].[K+].[K+]>C(C(C)=O)C>[N+:1]([C:4]1[CH:9]=[CH:8][C:7]([O:10][CH2:21][CH2:22][Cl:23])=[CH:6][CH:5]=1)([O-:3])=[O:2] |f:2.3.4|. Procedure details: A mixture of 4-nitrophenol (139 g, 1 mole), 2-(benzenesulphonyloxy)ethyl chloride (220.5 g, 1 mole--see Ber. (1920), 53, 1836) and anhydrous potassium carbonate (138 g, 1 mole) in methyl ethyl ketone ("MEK"--1000 ml) was stirred at reflux for 16 hours. After cooling, the mixture was poured onto water and the organic layer was separated. Following two further extractions with methyl ethyl ketone, the combined organic fractions were dried (MgSO4), filtered and evaporated. The resultant solid was c... The reactants are ClCCl, COc1ccc(C(O)c2ccc3c(c2)OCCO3)cc1, O=[Mn]=O. The product is COc1ccc(C(=O)c2ccc3c(c2)OCCO3)cc1. As a reaction SMILES: [Cl:21][CH2:22][Cl:23].[O:1]1[CH2:2][CH2:3][O:4][c:5]2[c:6]1[cH:7][cH:8][c:9]([CH:11]([OH:12])[c:13]1[cH:14][cH:15][c:16]([O:19][CH3:20])[cH:17][cH:18]1)[cH:10]2.[O:24]=[Mn:25]=[O:26]>>[O:1]1[CH2:2][CH2:3][O:4][c:5]2[c:6]1[cH:7][cH:8][c:9]([C:11](=[O:12])[c:13]1[cH:14][cH:15][c:16]([O:19][CH3:20])[cH:17][cH:18]1)[cH:10]2.